From a dataset of the Open Reaction Database (ORD), a public repository of structured organic reaction records. describe an organic reaction: reactants, conditions, products, and yield Starting materials: N1([C@H](C(=O)N[C@@H](CC2=CC=CC=C2)C(=O)N[C@@H](CC2=CC=CC=C2)C(=O)NCC(=O)N[C@H](CC(C)C)C(=O)N[C@@H](CCSC)C(=O)N)CCC1)C(=O)OC(C)(C)C (BocPro-Phe-Phe-Gly-DLeu-MetNH2), Cl (hydrogen chloride). The solvent is C(C)(=O)O (acetic acid). Product: N1[C@H](C(=O)N[C@@H](CC2=CC=CC=C2)C(=O)N[C@@H](CC2=CC=CC=C2)C(=O)NCC(=O)N[C@H](CC(C)C)C(=O)N[C@@H](CCSC)C(=O)N)CCCC1 (HPro-Phe-Phe-Gly-DLeu-MetNH2). As a reaction SMILES: [N:1]1([C:51](OC(C)(C)C)=O)[CH2:50][CH2:49][CH2:48][C@H:2]1[C:3]([NH:5][C@H:6]([C:14]([NH:16][C@H:17]([C:25]([NH:27][CH2:28][C:29]([NH:31][C@@H:32]([C:37]([NH:39][C@H:40]([C:45]([NH2:47])=[O:46])[CH2:41][CH2:42][S:43][CH3:44])=[O:38])[CH2:33][CH:34]([CH3:36])[CH3:35])=[O:30])=[O:26])[CH2:18][C:19]1[CH:24]=[CH:23][CH:22]=[CH:21][CH:20]=1)=[O:15])[CH2:7][C:8]1[CH:13]=[CH:12][CH:11]=[CH:10][CH:9]=1)=[O:4].Cl>C(O)(=O)C>[NH:1]1[CH2:51][CH2:50][CH2:49][CH2:48][C@H:2]1[C:3]([NH:5][C@H:6]([C:14]([NH:16][C@H:17]([C:25]([NH:27][CH2:28][C:29]([NH:31][C@@H:32]([C:37]([NH:39][C@H:40]([C:45]([NH2:47])=[O:46])[CH2:41][CH2:42][S:43][CH3:44])=[O:38])[CH2:33][CH:34]([CH3:36])[CH3:35])=[O:30])=[O:26])[CH2:18][C:19]1[CH:24]=[CH:23][CH:22]=[CH:21][CH:20]=1)=[O:15])[CH2:7][C:8]1[CH:13]=[CH:12][CH:11]=[CH:10][CH:9]=1)=[O:4]. Reported procedure: Condensation of BocPro-Phe-PheNHNH2 (Example 1, 0.93 g.) and HGly-DLeu-MetNH2 (0.63 g.) by the acyl azide method (Yajima et al., Chem. Pharm. Bull., vol. 19, p. 1900, 1971) gave BocPro-Phe-Phe-Gly-DLeu-MetNH2 in 59% yield. De-t-butoxycarbonylation of BocPro-Phe-Phe-Gly-DLeu-MetNH2 (0.88 g.) using hydrogen chloride in acetic acid gave HPro-Phe-Phe-Gly-DLeu-MetNH2, which was isolated as the amorphous white solid phosphate (1:1) salt in 59% yield. Starting materials: CC(=O)Oc1ccc(C(=Cc2ccc(C)cc2)C(=O)O)cc1, C1CCOC1, Cl, [Li+], [OH-], O. Yields the product Cc1ccc(C=C(C(=O)O)c2ccc(O)cc2)cc1. RXN SMILES: [C:1](=[O:2])([CH3:3])[O:4][c:5]1[cH:6][cH:7][c:8]([C:11]([C:12](=[O:13])[OH:14])=[CH:15][c:16]2[cH:17][cH:18][c:19]([CH3:22])[cH:20][cH:21]2)[cH:9][cH:10]1.[CH2:26]1[O:27][CH2:28][CH2:29][CH2:30]1.[ClH:25].[Li+:23].[OH-:24].[OH2:31]>>[OH:4][c:5]1[cH:6][cH:7][c:8]([C:11]([C:12](=[O:13])[OH:14])=[CH:15][c:16]2[cH:17][cH:18][c:19]([CH3:22])[cH:20][cH:21]2)[cH:9][cH:10]1. Reactants: CC(O)C(NC(=O)OC(C)(C)C)C(=O)O, CI, CN(C)C=O, O. Yields the product COC(=O)C(NC(=O)OC(C)(C)C)C(C)O. RXN SMILES: [C:1](=[O:2])([O:3][C:4]([CH3:5])([CH3:6])[CH3:7])[NH:8][CH:9]([CH:10]([OH:11])[CH3:12])[C:13](=[O:14])[OH:15].[CH3:16][I:17].[O:19]=[CH:20][N:21]([CH3:22])[CH3:23].[OH2:18]>>[C:1](=[O:2])([O:3][C:4]([CH3:5])([CH3:6])[CH3:7])[NH:8][CH:9]([CH:10]([OH:11])[CH3:12])[C:13]([O:14][CH3:16])=[O:15]. Starting materials: COC1=C(C=O)C(=C(C=C1C)OC)C (2,5-dimethoxy-3,6-dimethylbenzaldehyde), C(CC(=O)O)(=O)O (malonic acid), N1=CC=CC=C1 (pyridine), N1CCCCC1 (piperidine). Run in O (water). The product is COC1=C(C=CC(=O)O)C(=C(C=C1C)OC)C (2,5-dimethoxy-3,6-dimethylcinnamic acid). Yield: 67.4%. RXN SMILES: [CH3:1][O:2][C:3]1[C:10]([CH3:11])=[CH:9][C:8]([O:12][CH3:13])=[C:7]([CH3:14])[C:4]=1[CH:5]=O.C(O)(=O)[CH2:16][C:17]([OH:19])=[O:18].N1C=CC=CC=1.N1CCCCC1>O>[CH3:1][O:2][C:3]1[C:10]([CH3:11])=[CH:9][C:8]([O:12][CH3:13])=[C:7]([CH3:14])[C:4]=1[CH:5]=[CH:16][C:17]([OH:19])=[O:18]. Procedure: A mixture of 2,5-dimethoxy-3,6-dimethylbenzaldehyde (5.0 g), malonic acid (3.8 g), pyridine (6 ml) and piperidine (0.3 ml) was refluxed for 25 hours. The reaction mixture was poured into water and extracted with ethyl acetate. The organic layer was washed with 1N hydrochloric acid, water and saturated saline and dried with anhydrous magnesium sulfate. The solvent was distilled off under reduced pressure and recrystallized from ethanol to obtain 2,5-dimethoxy-3,6-dimethylcinnamic acid (4.1 g) (Co... Reactants: O[C@H](CN1N=C(C=C1)NC([C@H](CC(C)C)N1C(C=C(C1)OC1=C(C=CC=C1)F)=O)=O)CO ((S)-2-[4-(2-Fluoro-phenoxy)-2-oxo-2,5-dihydro-pyrrol-1-yl]-4-methyl-pentanoic acid [1-((R)-2,3-dihydroxy-propyl)-1H-pyrazol-3-yl]-amide), CN(CCCN=C=NCC)C (1-(3-dimethylaminopropyl)-3-ethylcarbodiimide), ON1N=NC2=C1C=CC=C2 (1-hydroxybenzotriazole), Cl.O[C@H](CN1N=C(C=C1)NC([C@H](CC(C)C)N1C(C=C(C1)OC1=C(C(=CC=C1)Cl)Cl)=O)=O)CO ((S)-2-[4-(2,3-dichloro-phenoxy)-2-oxo-2,5-dihydro-pyrrol-1-yl]-4-methyl-pentanoic acid [1-((R)-2,3-dihydroxy-propyl)-1H-pyrazol-3-yl]-amide hydrochloride). Solvent: ClCCl (dichloromethane), ClCCl (dichloromethane). Conditions: temperature 25 celsius, time 1 hour. Product: OC(CN1N=C(C=C1)NC([C@H](CC(C)C)N1C(C=C(C1)OC1=C(C=CC=C1)F)=O)=O)(C)C ((S)-2-[4-(2-fluoro-phenoxy)-2-oxo-2,5-dihydro-pyrrol-1-yl]-4-methyl-pentanoic acid [1-(2-hydroxy-2-methyl-propyl)-1H-pyrazol-3-yl]-amide). The yield is 61.3%. RXN SMILES: [OH:1][C@@H:2]([CH2:31]O)[CH2:3][N:4]1[CH:8]=[CH:7][C:6]([NH:9][C:10](=[O:30])[C@@H:11]([N:16]2[CH2:20][C:19]([O:21][C:22]3[CH:27]=[CH:26][CH:25]=[CH:24][C:23]=3[F:28])=[CH:18][C:17]2=[O:29])[CH2:12][CH:13]([CH3:15])[CH3:14])=[N:5]1.[CH3:33]N(C)CCCN=C=NCC.ON1C2C=CC=CC=2N=N1.Cl.O[C@@H](CO)CN1C=CC(NC(=O)[C@@H](N2CC(OC3C=CC=C(Cl)C=3Cl)=CC2=O)CC(C)C)=N1>ClCCl>[OH:1][C:2]([CH3:33])([CH3:31])[CH2:3][N:4]1[CH:8]=[CH:7][C:6]([NH:9][C:10](=[O:30])[C@@H:11]([N:16]2[CH2:20][C:19]([O:21][C:22]3[CH:27]=[CH:26][CH:25]=[CH:24][C:23]=3[F:28])=[CH:18][C:17]2=[O:29])[CH2:12][CH:13]([CH3:14])[CH3:15])=[N:5]1 |f:3.4|. Procedure details: A solution of (S)-2-[4-(2-fluoro-phenoxy)-2-oxo-2,5-dihydro-pyrrol-1-yl]-4-methyl-pentanoic acid (prepared as in Example 166, 200 mg, 0.65 mmol) in dichloromethane (20 mL) was treated with 1-(3-dimethylaminopropyl)-3-ethylcarbodiimide (110 mg, 0.72 mmol) and 1-hydroxybenzotriazole (93 mg, 0.68 mmol). The reaction mixture was stirred at 25° C. for 1 h followed by the addition of 1-(3-amino-pyrazol-1-yl)-2-methyl-propan-2-ol (prepared in U.S. Pat. Appl. US2008021032 Example 80, 121 mg, 0.78 mmol)....